From a dataset of the Open Reaction Database (ORD), a public repository of structured organic reaction records. describe an organic reaction: reactants, conditions, products, and yield The reactants are NC1=C(C#N)C(=CC(=N1)C1=CC=CC=C1)C1=C(C=C(C=C1)Cl)Cl (2-amino-4-(2,4-dichloro-phenyl)-6-phenyl-nicotinonitrile), [H-].[H-].[H-].[H-].[Li+].[Al+3] (LiAlH4), C(C)(=O)OCC (ethyl acetate), O (water). The solvent is C1CCOC1 (THF), C1CCOC1 (THF). Reaction conditions: time 2 hour. Yields the product NCC=1C(=NC(=CC1C1=C(C=C(C=C1)Cl)Cl)C1=CC=CC=C1)N (3-Aminomethyl-4-(2,4-dichloro-phenyl)-6-phenyl-pyridin-2-ylamine). As a reaction SMILES: [NH2:1][C:2]1[N:9]=[C:8]([C:10]2[CH:15]=[CH:14][CH:13]=[CH:12][CH:11]=2)[CH:7]=[C:6]([C:16]2[CH:21]=[CH:20][C:19]([Cl:22])=[CH:18][C:17]=2[Cl:23])[C:3]=1[C:4]#[N:5].[H-].[H-].[H-].[H-].[Li+].[Al+3].O.C(OCC)(=O)C>C1COCC1>[NH2:5][CH2:4][C:3]1[C:2]([NH2:1])=[N:9][C:8]([C:10]2[CH:15]=[CH:14][CH:13]=[CH:12][CH:11]=2)=[CH:7][C:6]=1[C:16]1[CH:21]=[CH:20][C:19]([Cl:22])=[CH:18][C:17]=1[Cl:23] |f:1.2.3.4.5.6|. Procedure details: Under an atmosphere of argon, a solution of 2-amino-4-(2,4-dichloro-phenyl)-6-phenyl-nicotinonitrile (580 mg, 1.71 mmol) in THF (2 ml) is added slowly to a suspension of LiAlH4 (324 mg, 8.52 mmol) in THF (2 ml). After stirring for 2 h at room temperature, the reaction mixture is cooled to −20° C. and water (0.4 ml) is added. After 15 min, ethyl acetate is added and the mixture is filtered through Decalite. The organic phase is then separated, washed with water, and dried over sodium sulfate. Pur... Reactants: BrC=1C=CC2=C(C=C(CCN2C(=O)OC)C(=O)OC)C1 (methyl 7-bromo-1-methoxycarbonyl-2,3-dihydro-1H-1-benzazepine-4-carboxylate), B(OC1=CC=C(C=C1)N1CCOCC1)([O-])[O-] (4-morpholinophenyl borate), C([O-])([O-])=O.[K+].[K+] (potassium carbonate), C(C)O (ethanol). The reagents and catalysts are C=1C=CC(=CC1)[P](C=2C=CC=CC2)(C=3C=CC=CC3)[Pd]([P](C=4C=CC=CC4)(C=5C=CC=CC5)C=6C=CC=CC6)([P](C=7C=CC=CC7)(C=8C=CC=CC8)C=9C=CC=CC9)[P](C=1C=CC=CC1)(C=1C=CC=CC1)C=1C=CC=CC1 (tetrakis(triphenylphosphine)palladium). Run in C1(=CC=CC=C1)C (toluene). Reaction conditions: time 30 minute. Yields the product COC(=O)N1CCC(=CC2=C1C=CC(=C2)C2=CC=C(C=C2)N2CCOCC2)C(=O)OC (methyl 1-methoxycarbonyl-7-(4-morpholinophenyl)-2,3-dihydro-1H-1-benzazepine-4-carboxylate). Isolated yield 83.2%. RXN SMILES: Br[C:2]1[CH:3]=[CH:4][C:5]2[N:11]([C:12]([O:14][CH3:15])=[O:13])[CH2:10][CH2:9][C:8]([C:16]([O:18][CH3:19])=[O:17])=[CH:7][C:6]=2[CH:20]=1.B([O-])([O-])O[C:23]1[CH:28]=[CH:27][C:26]([N:29]2[CH2:34][CH2:33][O:32][CH2:31][CH2:30]2)=[CH:25][CH:24]=1.C(=O)([O-])[O-].[K+].[K+].C(O)C>C1C=CC([P]([Pd]([P](C2C=CC=CC=2)(C2C=CC=CC=2)C2C=CC=CC=2)([P](C2C=CC=CC=2)(C2C=CC=CC=2)C2C=CC=CC=2)[P](C2C=CC=CC=2)(C2C=CC=CC=2)C2C=CC=CC=2)(C2C=CC=CC=2)C2C=CC=CC=2)=CC=1.C1(C)C=CC=CC=1>[CH3:15][O:14][C:12]([N:11]1[C:5]2[CH:4]=[CH:3][C:2]([C:23]3[CH:24]=[CH:25][C:26]([N:29]4[CH2:30][CH2:31][O:32][CH2:33][CH2:34]4)=[CH:27][CH:28]=3)=[CH:20][C:6]=2[CH:7]=[C:8]([C:16]([O:18][CH3:19])=[O:17])[CH2:9][CH2:10]1)=[O:13] |f:2.3.4,^1:49,51,70,89|. Reported procedure: A mixture of methyl 7-bromo-1-methoxycarbonyl-2,3-dihydro-1H-1-benzazepine-4-carboxylate (0.3 g), 4-morpholinophenyl borate (0.22 g), 1M potassium carbonate solution (2.5 ml), ethanol (2.5 ml) and toluene (25 ml) was stirred under argon atmosphere at room temperature for 30 minutes. To the mixture was added tetrakis(triphenylphosphine)palladium (0.04 g), and the mixture was refluxed overnight under argon atmosphere and extracted with ethyl acetate. The organic layer was washed with water and sat... Starting materials: Cc1c(C=O)[nH]c2c1C(=O)N(CCN1CCOCC1)CCC2, O=C1Cc2c(cccc2-c2cccc(F)c2F)N1. The product is Cc1c(C=C2C(=O)Nc3cccc(-c4cccc(F)c4F)c32)[nH]c2c1C(=O)N(CCN1CCOCC1)CCC2. RXN SMILES: [CH3:1][c:2]1[c:3]([CH:21]=[O:22])[nH:4][c:5]2[c:6]1[C:7](=[O:20])[N:8]([CH2:12][CH2:13][N:14]1[CH2:15][CH2:16][O:17][CH2:18][CH2:19]1)[CH2:9][CH2:10][CH2:11]2.[F:23][c:24]1[c:25](-[c:31]2[c:32]3[c:36]([cH:37][cH:38][cH:39]2)[NH:35][C:34](=[O:40])[CH2:33]3)[cH:26][cH:27][cH:28][c:29]1[F:30]>>[CH3:1][c:2]1[c:3]([CH:21]=[C:33]2[c:32]3[c:31](-[c:25]4[c:24]([F:23])[c:29]([F:30])[cH:28][cH:27][cH:26]4)[cH:39][cH:38][cH:37][c:36]3[NH:35][C:34]2=[O:40])[nH:4][c:5]2[c:6]1[C:7](=[O:20])[N:8]([CH2:12][CH2:13][N:14]1[CH2:15][CH2:16][O:17][CH2:18][CH2:19]1)[CH2:9][CH2:10][CH2:11]2. Starting materials: BrCC(=O)OC(C)(C)C (t-butyl bromoacetate), NC1=CC=C(C=C1)CC(=O)OC (methyl (4-aminophenyl)acetate), CC(=O)C (acetone), [I-].[K+] (potassium iodide), C([O-])([O-])=O.[K+].[K+] (potassium carbonate). Product: C(C)(C)(C)CC(=O)NC1=CC=C(C=C1)CC(=O)OC (Methyl 4-(t-butylacetylamino)-phenylacetate). RXN SMILES: [NH2:1][C:2]1[CH:7]=[CH:6][C:5]([CH2:8][C:9]([O:11][CH3:12])=[O:10])=[CH:4][CH:3]=1.[C:13](=[O:16])([O-])[O-].[K+].[K+].[I-].[K+].BrCC(O[C:26]([CH3:29])([CH3:28])[CH3:27])=O.[CH3:30]C(C)=O>>[C:26]([CH2:29][C:13]([NH:1][C:2]1[CH:3]=[CH:4][C:5]([CH2:8][C:9]([O:11][CH3:12])=[O:10])=[CH:6][CH:7]=1)=[O:16])([CH3:30])([CH3:28])[CH3:27] |f:1.2.3,4.5|. Procedure: Dissolve methyl (4-aminophenyl)acetate (14.9 g, 90.3 mmol) in acetone (300 mL). Add potassium carbonate (13.7 g, 99.3 mmol), potassium iodide (1.47 g, 9.03 mmol) and t-butyl bromoacetate (16 mL, 99.3 mmol). Heat at reflux for 20 hours then remove 200 mL of acetone in vacuo. Dilute the residue with ethyl ether (500 mL), wash with water (2×300 mL) and brine (300 mL). Dry (MgSO4) and evaporate the solvent in vacuo. Purify by flash chromatography to give the title compound. Reactants: BrC[C@H]1C(NCC1)=O ((R)-3-bromomethyl-2-pyrrolidinone), 5,6-dihydrospiro[benzo[1,2-b:5,4-b′]difuran-3,3′-indol]-2″(1′H)-one, BrCC1OCCCC1 (2-(bromomethyl)tetrahydro-2H-pyran), N1C(C2(C3=CC=CC=C13)COC=1C2=CC2=C(OCO2)C1)=O (spiro[furo[2,3-f][1,3]benzodioxole-7,3′-indol]-2′(1′H)-one). Yields the product O=C1CC[C@H](N1)CN1C(C2(C3=CC=CC=C13)COC=1C2=CC2=C(OCO2)C1)=O (1′-{[(2S)-5-oxopyrrolidin-2-yl]methyl}spiro[furo[2,3-f][1,3]benzodioxole-7,3′-indol]-2′(1′H)-one). RXN SMILES: BrC[C@@H:3]1[CH2:7][CH2:6][NH:5][C:4]1=[O:8].Br[CH2:10]C1CCCCO1.[NH:17]1[C:25]2[C:20](=[CH:21][CH:22]=[CH:23][CH:24]=2)[C:19]2([C:29]3=[CH:30][C:31]4[O:35][CH2:34][O:33][C:32]=4[CH:36]=[C:28]3[O:27][CH2:26]2)[C:18]1=[O:37]>>[O:8]=[C:4]1[NH:5][C@H:6]([CH2:10][N:17]2[C:25]3[C:20](=[CH:21][CH:22]=[CH:23][CH:24]=3)[C:19]3([C:29]4=[CH:30][C:31]5[O:35][CH2:34][O:33][C:32]=5[CH:36]=[C:28]4[O:27][CH2:26]3)[C:18]2=[O:37])[CH2:7][CH2:3]1. Reported procedure: Following the procedure as described in EXAMPLE 4 and making non-critical variations using (R)-3-bromomethyl-2-pyrrolidinone to replace 2-(bromomethyl)tetrahydro-2H-pyran, and spiro[furo[2,3-f][1,3]benzodioxole-7,3′-indol]-2′(1′H)-one to replace 5,6-dihydrospiro[benzo[1,2-b:5,4-b′]difuran-3,3′-indol]-2″(1′H)-one, 1′-{[(2S)-5-oxopyrrolidin-2-yl]methyl}spiro[furo[2,3-f][1,3]benzodioxole-7,3′-indol]-2′(1′H)-one was obtained (47%) as a colorless solid: mp 121-130° C.; 1H NMR (300 MHz, CD3OD) δ7.34 (...